Dataset: the Open Reaction Database (ORD), a public repository of structured organic reaction records. Task: describe an organic reaction: reactants, conditions, products, and yield The reactants are C1(=CC=CC=C1)S(=O)(=O)CC1=CC=C(C(=C1C(=O)OCC)O)C1=COC=C1 (ethyl 6-(benzenesulphonylmethyl)-3-(furan-3-yl)-2-hydroxybenzoate), O1C(CCCC1)N1N=CC=C1B1OC(C)(C)C(C)(C)O1 (1-(2-tetrahydropyranyl)-1H-pyrazole-5-boronic acid pinacol ester), C1(=CC=CC=C1)S(=O)(=O)CC1=CC=C(C(=C1C(=O)OC)OS(=O)(=O)C(F)(F)F)CC (methyl 6-(benzenesulphonylmethyl)-3-ethyl-2-(trifluoromethanesulphonyloxy)benzoate), C1(=CC=CC=C1)S(=O)(=O)CC1=CC=C(C(=C1C(=O)OC)OS(=O)(=O)C(F)(F)F)CC (methyl 6-(benzenesulphonylmethyl)-3-ethyl-2-(trifluoromethanesulphonyloxy)benzoate). Product: C1(=CC=CC=C1)S(=O)(=O)CC1=CC=C(C(=C1C(=O)OC)C=1N(N=CC1)C1OCCCC1)CC (Methyl 6-(benzenesulphonylmethyl)-3-ethyl-2-[2-(tetrahydropyran-2-yl)-2H-pyrazol-3-yl]benzoate). RXN SMILES: C1(S(CC2C(C(OCC)=O)=C(O)C(C3C=COC=3)=CC=2)(=O)=O)C=CC=CC=1.[C:28]1([S:34]([CH2:37][C:38]2[C:43]([C:44]([O:46][CH3:47])=[O:45])=[C:42](OS(C(F)(F)F)(=O)=O)[C:41]([CH2:56][CH3:57])=[CH:40][CH:39]=2)(=[O:36])=[O:35])[CH:33]=[CH:32][CH:31]=[CH:30][CH:29]=1.[O:58]1[CH2:63][CH2:62][CH2:61][CH2:60][CH:59]1[N:64]1[C:68](B2OC(C)(C)C(C)(C)O2)=[CH:67][CH:66]=[N:65]1>>[C:28]1([S:34]([CH2:37][C:38]2[C:43]([C:44]([O:46][CH3:47])=[O:45])=[C:42]([C:68]3[N:64]([CH:59]4[CH2:60][CH2:61][CH2:62][CH2:63][O:58]4)[N:65]=[CH:66][CH:67]=3)[C:41]([CH2:56][CH3:57])=[CH:40][CH:39]=2)(=[O:36])=[O:35])[CH:33]=[CH:32][CH:31]=[CH:30][CH:29]=1. Reported procedure: Prepared by proceeding in a similar manner to Intermediate 36, starting from methyl 6-(benzenesulphonylmethyl)-3-ethyl-2-(trifluoromethanesulphonyloxy)benzoate (Intermediate 127) and 1-(2-tetrahydropyranyl)-1H-pyrazole-5-boronic acid pinacol ester as an opaque foam which was used without further characterization. The reactants are [H][H], CN(C)C=O, CCOC(=O)c1cnc2c([N+](=O)[O-])cc(CN3CCOCC3)cc2c1O. Product: CCOC(=O)c1cnc2c(N)cc(CN3CCOCC3)cc2c1O. RXN SMILES: [H:27][H:28].[O:29]=[CH:30][N:31]([CH3:32])[CH3:33].[OH:1][c:2]1[c:3]([C:22](=[O:23])[O:24][CH2:25][CH3:26])[cH:4][n:5][c:6]2[c:7]([N+:19]([O-:20])=[O:21])[cH:8][c:9]([CH2:12][N:13]3[CH2:14][CH2:15][O:16][CH2:17][CH2:18]3)[cH:10][c:11]12>>[OH:1][c:2]1[c:3]([C:22](=[O:23])[O:24][CH2:25][CH3:26])[cH:4][n:5][c:6]2[c:7]([NH2:19])[cH:8][c:9]([CH2:12][N:13]3[CH2:14][CH2:15][O:16][CH2:17][CH2:18]3)[cH:10][c:11]12. Reactants: ClC=1C=C(C=CC1)\C=C/CCN (cis-4-(3-chlorophenyl)-but-3-enylamine), [H][H] (hydrogen). The reagents and catalysts are O.[Pt](=O)=O (platinum(IV) oxide monohydrate). Solvent: CO (methanol). Yields the product ClC=1C=C(C=CC1)CCCCN (4-(3-chlorophenyl)-butylamine). Yield: 74.2%. RXN SMILES: [Cl:1][C:2]1[CH:3]=[C:4](/[CH:8]=[CH:9]\[CH2:10][CH2:11][NH2:12])[CH:5]=[CH:6][CH:7]=1.[H][H]>CO.O.[Pt](=O)=O>[Cl:1][C:2]1[CH:3]=[C:4]([CH2:8][CH2:9][CH2:10][CH2:11][NH2:12])[CH:5]=[CH:6][CH:7]=1 |f:3.4|. Reported procedure: A solution of cis-4-(3-chlorophenyl)-but-3-enylamine (1.2 g) in 20 mL methanol was added to platinum(IV) oxide monohydrate (0.12 g). The mixture was stirred under 1 atm of hydrogen for 16 h. The mixture was filtered through celite, and the methanol was removed in vacuo to yield 0.9 g of 4-(3-chlorophenyl)-butylamine. As a reaction SMILES: [CH:1]1[CH:6]=[CH:5][N+:4]([CH2:7][C:8]([NH:10][NH2:11])=[O:9])=[CH:3][CH:2]=1.[Cl-:12].[C:13]([C:16]1[CH:21]=[CH:20][CH:19]=[CH:18][N:17]=1)(=O)[CH3:14]>>[Cl-:12].[N:17]1[CH:18]=[CH:19][CH:20]=[CH:21][C:16]=1[C:13](=[N:11][NH:10][C:8]([CH2:7][N+:4]1[CH:3]=[CH:2][CH:1]=[CH:6][CH:5]=1)=[O:9])[CH3:14] |f:0.1,3.4|. Reactants: C1=CC=[N+](C=C1)CC(=O)NN.[Cl-] (Girard's Reagent P), C(C)(=O)C1=NC=CC=C1 (2-acetylpyridine). Yields the product [Cl-].N1=C(C=CC=C1)C(C)=NNC(=O)C[N+]1=CC=CC=C1 (1-[[[[1-(2-pyridinyl)ethylidene]hydrazino]carbonyl]methyl]pyridinium chloride). Reported procedure: Following the general method of Example 2 and making non-critical variations, 5.63 gm (0.03 mole) of Girard's Reagent P and 3.63 gm (0.03 mole) of 2-acetylpyridine yield 5.70 gm (65%) of the title compound; mp 183.7° (decomp). Starting materials: COC(CCCCCOC=1C(=CC2=C(N(C(=N2)C2=CC=CC=C2)C2=CC=CC=C2)C1)N)=O (6-[(5-Amino-1,2-diphenyl-1H-benzimidazol-6-yl)oxy]hexanoic acid methyl ester), ClC1=CC=C(C=C1)S(=O)(=O)Cl (4-chlorobenzenesulfonic acid chloride). The product is COC(CCCCCOC=1C(=CC2=C(N(C(=N2)C2=CC=CC=C2)C2=CC=CC=C2)C1)NS(=O)(=O)C1=CC=C(C=C1)Cl)=O (6-[[5-[[(4-Chlorophenyl)sulfonyl]amino]-1,2-diphenyl-1H-benzimidazol-6-yl]oxy]hexanoic acid methyl ester). Reaction SMILES: [CH3:1][O:2][C:3](=[O:32])[CH2:4][CH2:5][CH2:6][CH2:7][CH2:8][O:9][C:10]1[C:11]([NH2:31])=[CH:12][C:13]2[N:17]=[C:16]([C:18]3[CH:23]=[CH:22][CH:21]=[CH:20][CH:19]=3)[N:15]([C:24]3[CH:29]=[CH:28][CH:27]=[CH:26][CH:25]=3)[C:14]=2[CH:30]=1.[Cl:33][C:34]1[CH:39]=[CH:38][C:37]([S:40](Cl)(=[O:42])=[O:41])=[CH:36][CH:35]=1>>[CH3:1][O:2][C:3](=[O:32])[CH2:4][CH2:5][CH2:6][CH2:7][CH2:8][O:9][C:10]1[C:11]([NH:31][S:40]([C:37]2[CH:38]=[CH:39][C:34]([Cl:33])=[CH:35][CH:36]=2)(=[O:42])=[O:41])=[CH:12][C:13]2[N:17]=[C:16]([C:18]3[CH:19]=[CH:20][CH:21]=[CH:22][CH:23]=3)[N:15]([C:24]3[CH:29]=[CH:28][CH:27]=[CH:26][CH:25]=3)[C:14]=2[CH:30]=1. Reported procedure: 6-[(5-Amino-1,2-diphenyl-1H-benzimidazol-6-yl)oxy]hexanoic acid methyl ester was reacted according to general operating instructions 13 with 4-chlorobenzenesulfonic acid chloride. Starting materials: Cl (hydrochloric acid), C(C)(C)(C)OC(=O)NC(C(=O)OCC)C(=O)OCC (diethyl 2-t-butyloxycarbonylaminomalonate), C([O-])([O-])=O.[K+].[K+] (potassium carbonate), BrCC(=O)OCC (ethyl 2-bromoacetate). Solvent: CN(C)C=O (DMF). Run at temperature 50 celsius, time 4 hour. The product is C(C)(C)(C)OC(=O)NC(C(=O)OCC)(CC(=O)OCC)C(=O)OCC (diethyl 2-t-butyloxycarbonylamino-2-ethoxycarbonylsuccinate). Yield: 86.8%. RXN SMILES: [C:1]([O:5][C:6]([NH:8][CH:9]([C:15]([O:17][CH2:18][CH3:19])=[O:16])[C:10]([O:12][CH2:13][CH3:14])=[O:11])=[O:7])([CH3:4])([CH3:3])[CH3:2].C(=O)([O-])[O-].[K+].[K+].Br[CH2:27][C:28]([O:30][CH2:31][CH3:32])=[O:29].Cl>CN(C=O)C>[C:1]([O:5][C:6]([NH:8][C:9]([C:10]([O:12][CH2:13][CH3:14])=[O:11])([CH2:27][C:28]([O:30][CH2:31][CH3:32])=[O:29])[C:15]([O:17][CH2:18][CH3:19])=[O:16])=[O:7])([CH3:4])([CH3:2])[CH3:3] |f:1.2.3|. Reported procedure: A suspension of diethyl 2-t-butyloxycarbonylaminomalonate (5.0 g), potassium carbonate (3.0 g), and ethyl 2-bromoacetate (3.9 g) in DMF (20 mL) was stirred at 50° C. for 4 hours. The reaction mixture was cooled, and then poured into diluted hydrochloric acid, the mixture was extracted with ethyl acetate, and the extract was washed with saturated brine, and then dried over anhydrous magnesium sulfate. The solvent was evaporated under reduced pressure, and the residue was subjected to silica gel c... The reactants are C(=O)(OCC1=CC=CC=C1)N1[C@H](C(=O)O)CCC1 (N-carbobenzoxy-L-proline), CN1CCOCC1 (N-methylmorpholine), ClC(=O)OCC(C)C (isobutyl chloroformate), NC1=CC(=C(C(=O)O)C=C1)NC(=O)OC(C)C (4-amino-2-carboisopropoxyaminobenzoic acid), CN1CCOCC1 (N-methylmorpholine). Solvent: O1CCCC1 (tetrahydrofuran), O1CCCC1 (tetrahydrofuran). Reaction conditions: temperature -15 celsius, time 2 minute. Product: C(=O)(OC(C)C)NC1=C(C(=O)O)C=CC(=C1)NC([C@H]1N(CCC1)C(=O)OCC1=CC=CC=C1)=O (2-carboisopropoxyamino-4-(N-carbobenzoxy-L-prolyl) aminobenzoic acid). As a reaction SMILES: [C:1]([N:11]1[CH2:18][CH2:17][CH2:16][C@H:12]1[C:13]([OH:15])=O)([O:3][CH2:4][C:5]1[CH:10]=[CH:9][CH:8]=[CH:7][CH:6]=1)=[O:2].CN1CCOCC1.ClC(OCC(C)C)=O.[NH2:34][C:35]1[CH:43]=[CH:42][C:38]([C:39]([OH:41])=[O:40])=[C:37]([NH:44][C:45]([O:47][CH:48]([CH3:50])[CH3:49])=[O:46])[CH:36]=1>O1CCCC1>[C:45]([NH:44][C:37]1[CH:36]=[C:35]([NH:34][C:13](=[O:15])[C@@H:12]2[CH2:16][CH2:17][CH2:18][N:11]2[C:1]([O:3][CH2:4][C:5]2[CH:6]=[CH:7][CH:8]=[CH:9][CH:10]=2)=[O:2])[CH:43]=[CH:42][C:38]=1[C:39]([OH:41])=[O:40])([O:47][CH:48]([CH3:50])[CH3:49])=[O:46]. Procedure: A solution was prepared by dissolving 249 mg of N-carbobenzoxy-L-proline and 101.0 mg of N-methylmorpholine in 5 ml of dry tetrahydrofuran and cooling to a temperature of -15° C. The solution was mixed with 136.6 mg of isobutyl chloroformate and the mixture was stirred at a temperature of -15° C. to -10° C. for 2 minutes. Then, a solution of 238 mg of 4-amino-2-carboisopropoxyaminobenzoic acid and 101.2 mg of N-methylmorpholine in 2 ml of dry tetrahydrofuran was added dropwise to the above-menti...